This data is from the Open Reaction Database (ORD), a public repository of structured organic reaction records. The task is: describe an organic reaction: reactants, conditions, products, and yield Reactants: C1CCOC1, [Li]CCCC, CCCCCC, Fc1ccc(CBr)cc1, c1ccsc1. As a reaction SMILES: [CH2:26]1[O:27][CH2:28][CH2:29][CH2:30]1.[CH2:6]([Li:7])[CH2:8][CH2:9][CH3:10].[CH3:11][CH2:12][CH2:13][CH2:14][CH2:15][CH3:16].[F:17][c:18]1[cH:19][cH:20][c:21]([CH2:22][Br:23])[cH:24][cH:25]1.[cH:1]1[cH:2][cH:3][s:4][cH:5]1>>[cH:1]1[cH:2][c:3]([CH2:22][c:21]2[cH:20][cH:19][c:18]([F:17])[cH:25][cH:24]2)[s:4][cH:5]1. Yields the product Fc1ccc(Cc2cccs2)cc1. Starting materials: C, CC(=O)OC(C)=O, CC(=O)O, NC(=NO)c1ccc(OCCCN2CCC(CCCO)CC2)cc1, [Pd]. The product is N=C(N)c1ccc(OCCCN2CCC(CCCO)CC2)cc1. RXN SMILES: [C:32].[CH3:25][C:26]([O:27][C:28](=[O:29])[CH3:30])=[O:31].[CH3:34][C:35](=[O:36])[OH:37].[OH:1][N:2]=[C:3]([c:4]1[cH:5][cH:6][c:7]([O:10][CH2:11][CH2:12][CH2:13][N:14]2[CH2:15][CH2:16][CH:17]([CH2:20][CH2:21][CH2:22][OH:23])[CH2:18][CH2:19]2)[cH:8][cH:9]1)[NH2:24].[Pd:33]>>[NH:2]=[C:3]([c:4]1[cH:5][cH:6][c:7]([O:10][CH2:11][CH2:12][CH2:13][N:14]2[CH2:15][CH2:16][CH:17]([CH2:20][CH2:21][CH2:22][OH:23])[CH2:18][CH2:19]2)[cH:8][cH:9]1)[NH2:24]. The reactants are C(C)OC(=O)CCN1C(CC1=O)C(=O)OCC (ethyl 1-(2-ethoxycarbonylethyl)-4-oxo-2-azetidine-carboxylate), sodium tetrahydroborate(III). The solvent is C(C)O (ethanol). Product: C(C)OC(=O)CCN1C(CC1CO)=O (1-(2-Ethoxycarbonylethyl)-4-(hydroxymethyl)-2-azetidinone). Isolated yield 83.0%. RXN SMILES: [CH2:1]([O:3][C:4]([CH2:6][CH2:7][N:8]1[C:11](=[O:12])[CH2:10][CH:9]1[C:13](OCC)=[O:14])=[O:5])[CH3:2]>C(O)C>[CH2:1]([O:3][C:4]([CH2:6][CH2:7][N:8]1[CH:9]([CH2:13][OH:14])[CH2:10][C:11]1=[O:12])=[O:5])[CH3:2]. Procedure: 4.5 g. (18.5 mmoles) of ethyl 1-(2-ethoxycarbonylethyl)-4-oxo-2-azetidine-carboxylate prepared according to Example 4 are dissolved in 20 ml. of dry ethanol, whereupon 1.4 g. (37 mmoles) of sodium tetrahydroborate(III) are added to the solution at 0° C., with stirring. The reaction mixture is stirred for an additional hour, and is then evaporated in vacuo, at room temperature. The residue is dissolved in 20 ml. of saturated aqueous hydrochloric acid solution and the pH of the solution is adjuste... The reactants are C(C=C)N(C(OCC)=O)CC=O (ethyl N-allyl-N-(2-oxoethyl) -carbamate), O (water), N1C(CC1)C(=O)O (azetidine-2-carboxylic acid). The solvent is C1(=CC=CC=C1)C (toluene). Product: N12C3CN(CC3CC2CC1)C(=O)OCC (Ethyl 1,4-diazatricyclo[6.2.0.02,6 ]decane-4-carboxylate). RXN SMILES: [CH2:1]([N:4]([CH2:10][CH:11]=O)[C:5](=[O:9])[O:6][CH2:7][CH3:8])[CH:2]=[CH2:3].O.[NH:14]1[CH2:17][CH2:16][CH:15]1C(O)=O>C1(C)C=CC=CC=1>[N:14]12[CH2:17][CH2:16][CH:15]1[CH2:3][CH:2]1[CH:11]2[CH2:10][N:4]([C:5]([O:6][CH2:7][CH3:8])=[O:9])[CH2:1]1. Procedure: 17.1 g (0.1 mol) of ethyl N-allyl-N-(2-oxoethyl) -carbamate are heated under reflux overnight in a water separator with 10 g (0.1 mol) of azetidine-2-carboxylic acid in 200 ml of toluene. Unreacted amino acid is filtered off with suction, the filtrate is concentrated and the residue is distilled. Starting materials: ClC=1C(N(C=C(C1)C(C(C)C1=C(C=C(C=C1)O)Cl)(C(F)(F)F)O)C)=O (3-chloro-5-[2-(2-chloro-4-hydroxy-phenyl)-1-hydroxy-1-trifluoromethyl-propyl]-1-methyl-1H-pyridin-2-one), ClC=1C=C(C=CC1C(=O)OC)B(O)O (3-chloro-4-methoxycarbonylphenylboronic acid). The reagents and catalysts are C(C)(=O)[O-].[Cu+2].C(C)(=O)[O-] (copper-(II)-acetate). Solvent: N1=CC=CC=C1 (pyridine). Product: COC(C1=C(C=C(C=C1)OC1=CC(=C(C=C1)C(C(C(F)(F)F)(O)C1=CN(C(C(=C1)Cl)=O)C)C)Cl)Cl)=O (2-Chloro-4-{3-chloro-4-[2-(5-chloro-1-methyl-6-oxo-1,6-dihydro-pyridin-3-yl)-3,3,3-trifluoro-2-hydroxy-1-methyl-propyl]-phenoxy}-benzoic acid methyl ester). As a reaction SMILES: [Cl:1][C:2]1[C:3](=[O:25])[N:4]([CH3:24])[CH:5]=[C:6]([C:8]([OH:23])([C:19]([F:22])([F:21])[F:20])[CH:9]([C:11]2[CH:16]=[CH:15][C:14]([OH:17])=[CH:13][C:12]=2[Cl:18])[CH3:10])[CH:7]=1.[Cl:26][C:27]1[CH:28]=[C:29](B(O)O)[CH:30]=[CH:31][C:32]=1[C:33]([O:35][CH3:36])=[O:34]>C([O-])(=O)C.[Cu+2].C([O-])(=O)C.N1C=CC=CC=1>[CH3:36][O:35][C:33](=[O:34])[C:32]1[CH:31]=[CH:30][C:29]([O:17][C:14]2[CH:15]=[CH:16][C:11]([CH:9]([CH3:10])[C:8]([C:6]3[CH:7]=[C:2]([Cl:1])[C:3](=[O:25])[N:4]([CH3:24])[CH:5]=3)([OH:23])[C:19]([F:21])([F:22])[F:20])=[C:12]([Cl:18])[CH:13]=2)=[CH:28][C:27]=1[Cl:26] |f:2.3.4|. Reported procedure: In analogy to Example 151, step 8, 3-chloro-5-[2-(2-chloro-4-hydroxy-phenyl)-1-hydroxy-1-trifluoromethyl-propyl]-1-methyl-1H-pyridin-2-one was reacted with 3-chloro-4-methoxycarbonylphenylboronic acid, copper-(II)-acetate and pyridine to give the title compound as a colorless foam. MS (m/e)=564.1 [M+H+]. The reactants are BrC1=CC=C(C=C1)C1=C(SC=2N=CN=C(C21)N)C (5-(4-bromophenyl)-6-methylthieno[2,3-d]pyrimidin-4-amine), C(#CC)C1=CC=CC=C1 (2-propynylbenzene), C(C)NCC (diethylamine), C1(=CC=CC=C1)P(C1=CC=CC=C1)C1=CC=CC=C1 (triphenylphosphine), CN(C)C=O (DMF). The reagents and catalysts are Cl[Pd]([P](C1=CC=CC=C1)(C2=CC=CC=C2)C3=CC=CC=C3)([P](C4=CC=CC=C4)(C5=CC=CC=C5)C6=CC=CC=C6)Cl (Pd(PPh3)2Cl2), [Cu]I (CuI). Solvent: O (water). Reaction conditions: temperature 120 celsius. Product: NC=1C2=C(N=CN1)SC(=C2C2=CC=C(C=C2)CC(=O)CC2=CC=CC=C2)C (1-[4-(4-amino-6-methylthieno[2,3-d]pyrimidin-5-yl)phenyl]-3-phenylacetone). RXN SMILES: Br[C:2]1[CH:7]=[CH:6][C:5]([C:8]2[C:16]3[C:15]([NH2:17])=[N:14][CH:13]=[N:12][C:11]=3[S:10][C:9]=2[CH3:18])=[CH:4][CH:3]=1.[C:19]([C:22]1[CH:27]=[CH:26][CH:25]=[CH:24][CH:23]=1)#[C:20][CH3:21].C(NCC)C.C1(P(C2C=CC=CC=2)C2C=CC=CC=2)C=CC=CC=1.CN(C=[O:56])C>O.Cl[Pd](Cl)([P](C1C=CC=CC=1)(C1C=CC=CC=1)C1C=CC=CC=1)[P](C1C=CC=CC=1)(C1C=CC=CC=1)C1C=CC=CC=1.[Cu]I>[NH2:17][C:15]1[C:16]2[C:8]([C:5]3[CH:6]=[CH:7][C:2]([CH2:21][C:20]([CH2:19][C:22]4[CH:27]=[CH:26][CH:25]=[CH:24][CH:23]=4)=[O:56])=[CH:3][CH:4]=3)=[C:9]([CH3:18])[S:10][C:11]=2[N:12]=[CH:13][N:14]=1 |^1:60,79|. Procedure details: A mixture of Example 66A (100 mg, 0.31 mmol), 2-propynylbenzene (0.042 mL, 0.34 mmol), Pd(PPh3)2Cl2 (11 mg, 0.016 mmol), CuI (3 mg, 0.016 mmol), diethylamine (0.48 mL, 4.68 mmol), and triphenylphosphine (16 mg, 0.062 mmol) in DMF (0.5 mL) in capped 5 mL vial was stirred while heating to 120° C. for 25 minutes in a Smith Synthesizer microwave at 300 W. The mixture cooled using 40 psi pressurized air, diluted with water, and extracted three times with ethyl acetate. The combined extracts were wash... Reactants: C1CCOC1, CNc1nc(OCCOC)c(C(=O)NC2CCC(C(F)(F)F)CC2)cc1[N+](=O)[O-], CO. Yields the product CNc1nc(OCCOC)c(C(=O)NC2CCC(C(F)(F)F)CC2)cc1N. Reaction SMILES: [CH2:32]1[O:33][CH2:34][CH2:35][CH2:36]1.[CH3:1][O:2][CH2:3][CH2:4][O:5][c:6]1[c:7]([C:8](=[O:9])[NH:10][CH:11]2[CH2:12][CH2:13][CH:14]([C:17]([F:18])([F:19])[F:20])[CH2:15][CH2:16]2)[cH:21][c:22]([N+:27]([O-:28])=[O:29])[c:23]([NH:25][CH3:26])[n:24]1.[CH3:30][OH:31]>>[CH3:1][O:2][CH2:3][CH2:4][O:5][c:6]1[c:7]([C:8](=[O:9])[NH:10][CH:11]2[CH2:12][CH2:13][CH:14]([C:17]([F:18])([F:19])[F:20])[CH2:15][CH2:16]2)[cH:21][c:22]([NH2:27])[c:23]([NH:25][CH3:26])[n:24]1.